This data is from the Open Reaction Database (ORD), a public repository of structured organic reaction records. The task is: describe an organic reaction: reactants, conditions, products, and yield Starting materials: CCn1cc(C#N)c2ccc(C(=O)OC)cc21, C1CCOC1, [Na+], [OH-], COC(=O)c1ccc2cc[nH]c2c1. The product is CCn1cc(C#N)c2ccc(C(=O)O)cc21. RXN SMILES: [C:1](#[N:2])[c:3]1[cH:4][n:5]([CH2:16][CH3:17])[c:6]2[cH:7][c:8]([C:12](=[O:13])[O:14][CH3:15])[cH:9][cH:10][c:11]12.[CH2:33]1[O:34][CH2:35][CH2:36][CH2:37]1.[Na+:32].[OH-:31].[nH:18]1[c:19]2[c:20]([cH:21][cH:22][c:23]([C:24]([O:25][CH3:26])=[O:27])[cH:28]2)[cH:29][cH:30]1>>[C:1](#[N:2])[c:3]1[cH:4][n:5]([CH2:16][CH3:17])[c:6]2[cH:7][c:8]([C:12](=[O:13])[OH:14])[cH:9][cH:10][c:11]12. Starting materials: ClC1=NO[C@@H](C1)[C@@H](C(=O)OC(C1=CC=CC=C1)C1=CC=CC=C1)N1C(C=2C(C1=O)=CC=CC2)=O ((αS,5S)-chloro-4,5-dihydro-α-phthalimido-5-isoxazole acetic acid, benzhydryl ester), Br (hydrogen bromide). The solvent is [N+](=O)([O-])C (nitromethane). Run at time 1 hour. Product: BrC1=NO[C@@H](C1)[C@@H](C(=O)O)N1C(C=2C(C1=O)=CC=CC2)=O ((αS,5S)-Bromo-4,5-dihydro-α-phthalimido-5-isoxazole acetic acid). As a reaction SMILES: Cl[C:2]1[CH2:6][C@@H:5]([C@H:7]([N:24]2[C:28](=[O:29])[C:27]3=[CH:30][CH:31]=[CH:32][CH:33]=[C:26]3[C:25]2=[O:34])[C:8]([O:10]C(C2C=CC=CC=2)C2C=CC=CC=2)=[O:9])[O:4][N:3]=1.[BrH:35]>[N+](C)([O-])=O>[Br:35][C:2]1[CH2:6][C@@H:5]([C@H:7]([N:24]2[C:28](=[O:29])[C:27]3=[CH:30][CH:31]=[CH:32][CH:33]=[C:26]3[C:25]2=[O:34])[C:8]([OH:10])=[O:9])[O:4][N:3]=1. Procedure details: To 185 mg (0.4 mmole) of the (αS,5S)-chloro-4,5-dihydro-α-phthalimido-5-isoxazole acetic acid, benzhydryl ester in 3 ml of dry nitromethane in an ice bath under nitrogen is bubbled dry hydrogen bromide for five minutes. The bath is removed and the solution stirred for one hour. After concentrating the solution is vacuo the residue is chromatographed on CC-4 silica gel (30 g) with 30%) ethyl concentrating the solution in vacuo the residue is chromatographed on CC-4 silica gel (30 g) with 30%) eth...